From a dataset of the Open Reaction Database (ORD), a public repository of structured organic reaction records. describe an organic reaction: reactants, conditions, products, and yield Starting materials: N#CCC(=O)O, CC(C=O)CCC(C)CC(C)(C)C, Cc1ccccc1, CC(=O)[O-], CN(C)C=O, [NH4+]. Yields the product CC(=CCC#N)CCC(C)CC(C)(C)C. As a reaction SMILES: [C:14](#[N:15])[CH2:16][C:17]([OH:18])=[O:19].[CH3:1][CH:2]([CH:3]=[O:4])[CH2:5][CH2:6][CH:7]([CH2:8][C:9]([CH3:10])([CH3:11])[CH3:12])[CH3:13].[CH3:20][c:21]1[cH:22][cH:23][cH:24][cH:25][cH:26]1.[CH3:28][C:29](=[O:30])[O-:31].[CH3:32][N:33]([CH3:34])[CH:35]=[O:36].[NH4+:27]>>[CH3:1][C:2](=[CH:3][CH2:16][C:14]#[N:15])[CH2:5][CH2:6][CH:7]([CH2:8][C:9]([CH3:10])([CH3:11])[CH3:12])[CH3:13]. Reactants: CN(C(OC1=CC(=CC=C1)NC(=O)C1(CCNCC1)CC1=CC=CC=C1)=O)C (3-(4-benzylpiperidine-4-carboxamido)phenyl dimethylcarbamate), C(C)(C)O (isopropanol), ClC=1C2=C(N=CN1)NC=C2C (4-chloro-5-methyl-7H-pyrrolo[2,3-d]pyrimidine), C(C)(C)N(C(C)C)CC (N,N-diisopropylethylamine). Run in C(Cl)Cl (CH2Cl2). Reaction conditions: temperature 120 celsius. Product: CN(C(OC1=CC(=CC=C1)NC(=O)C1(CCN(CC1)C=1C2=C(N=CN1)NC=C2C)CC2=CC=CC=C2)=O)C (3-(4-benzyl-1-(5-methyl-7H-pyrrolo[2,3-d]pyrimidin-4-yl)piperidine-4-carboxamido)phenyl dimethylcarbamate). Isolated yield 81.0%. As a reaction SMILES: [CH3:1][N:2]([CH3:28])[C:3](=[O:27])[O:4][C:5]1[CH:10]=[CH:9][CH:8]=[C:7]([NH:11][C:12]([C:14]2([CH2:20][C:21]3[CH:26]=[CH:25][CH:24]=[CH:23][CH:22]=3)[CH2:19][CH2:18][NH:17][CH2:16][CH2:15]2)=[O:13])[CH:6]=1.Cl[C:30]1[C:31]2[C:38]([CH3:39])=[CH:37][NH:36][C:32]=2[N:33]=[CH:34][N:35]=1.C(N(CC)C(C)C)(C)C.C(O)(C)C>C(Cl)Cl>[CH3:28][N:2]([CH3:1])[C:3](=[O:27])[O:4][C:5]1[CH:10]=[CH:9][CH:8]=[C:7]([NH:11][C:12]([C:14]2([CH2:20][C:21]3[CH:26]=[CH:25][CH:24]=[CH:23][CH:22]=3)[CH2:15][CH2:16][N:17]([C:30]3[C:31]4[C:38]([CH3:39])=[CH:37][NH:36][C:32]=4[N:33]=[CH:34][N:35]=3)[CH2:18][CH2:19]2)=[O:13])[CH:6]=1. Procedure: 3-(4-benzylpiperidine-4-carboxamido)phenyl dimethylcarbamate (0.140 g, 0.336 mmol) from step B, 4-chloro-5-methyl-7H-pyrrolo[2,3-d]pyrimidine (0.056 g, 0.336 mmol), N,N-diisopropylethylamine (0.175 mL, 1.00 mmol), and isopropanol (5 mL) were combined and heated at 120° C. overnight in a pressure vessel. The reaction was diluted with CH2Cl2, washed with H2O and brine, dried over MgSO4, and concentrated under vacuum. The residue was taken up in hot ethanol/H2O. Upon cooling, the product precipitat... Yields the product ClC1=CC=C2C(C(NC2=C1)=O)(CC1=CC(=CC=C1)Cl)N(C1=CC(=CC=C1)Cl)CC(=O)O (rac-[[6-Chloro-3-(3-chloro-benzyl)-2-oxo-2,3-dihydro-1H-indol-3-yl]-(3-chloro-phenyl)-amino]-acetic acid). The solvent is C(=O)([O-])[O-].[K+].[K+] (K2CO3). Reactants: BrC1(C(NC2=CC(=CC=C12)Cl)=O)CC1=CC(=CC=C1)Cl (3-Bromo-6-chloro-3-(3-chloro-benzyl)-1,3-dihydro-indol-2-one), O1CCOCC1 (1,4-dioxane), ClC=1C=C(C=CC1)NCC(=O)O ((3-Chloro-phenylamino)-acetic acid). Yield: 37.1%. Run at time 3 hour. RXN SMILES: [Cl:1][C:2]1[CH:3]=[C:4]([NH:8][CH2:9][C:10]([OH:12])=[O:11])[CH:5]=[CH:6][CH:7]=1.Br[C:14]1([CH2:25][C:26]2[CH:31]=[CH:30][CH:29]=[C:28]([Cl:32])[CH:27]=2)[C:22]2[C:17](=[CH:18][C:19]([Cl:23])=[CH:20][CH:21]=2)[NH:16][C:15]1=[O:24].O1CCOCC1>C([O-])([O-])=O.[K+].[K+]>[Cl:23][C:19]1[CH:18]=[C:17]2[C:22]([C:14]([N:8]([CH2:9][C:10]([OH:12])=[O:11])[C:4]3[CH:5]=[CH:6][CH:7]=[C:2]([Cl:1])[CH:3]=3)([CH2:25][C:26]3[CH:31]=[CH:30][CH:29]=[C:28]([Cl:32])[CH:27]=3)[C:15](=[O:24])[NH:16]2)=[CH:21][CH:20]=1 |f:3.4.5|. Reported procedure: At room temperature, (3-Chloro-phenylamino)-acetic acid (1.25 g, 6.8 mmol) was dissolved in 10 ml 1N K2CO3 aqueous solution, then 3-Bromo-6-chloro-3-(3-chloro-benzyl)-1,3-dihydro-indol-2-one (2.5 g, 6.8 mmol) and 10 ml 1,4-dioxane were added slowly. After stirred for about 3 h, the solution was concentrated and the water layer was extracted with CH2Cl2. The organic layer was dried, concentrated to obtain the crude product and the crude product was purified by chromatography to obtain 1.2 g yello...